Task: describe an organic reaction: reactants, conditions, products, and yield. Dataset: the Open Reaction Database (ORD), a public repository of structured organic reaction records Yields the product BrC=1C=C(C=CC1OC)NC(C)=O (N-(3-bromo-4-methoxyphenyl)acetamide). Isolated yield 45.1%. As a reaction SMILES: [CH3:1][O:2][C:3]1[CH:8]=[CH:7][C:6]([NH:9][C:10](=[O:12])[CH3:11])=[CH:5][CH:4]=1.[Br:13]Br>C(O)(=O)C>[Br:13][C:4]1[CH:5]=[C:6]([NH:9][C:10](=[O:12])[CH3:11])[CH:7]=[CH:8][C:3]=1[O:2][CH3:1]. Starting materials: COC1=CC=C(C=C1)NC(C)=O (N-(4-methoxyphenyl)acetamide), BrBr (Br2). Run at temperature 65 celsius. Reported procedure: To a solution of N-(4-methoxyphenyl)acetamide II (7.50 g, 45.40 mmol) in acetic acid (50 mL) was added a solution of Br2 (4.70 mL, 90.80 mmol) in acetic acid (10.0 mL). The resulting reaction mixture was then heated to 65° C. for 4 h. After the completion of the reaction (TLC monitoring), acetic acid was distilled off, cooled the residue to 0° C. and then basified with aqueous NH3 till pH 12 followed by extraction with EtOAc (2×500.0 mL). The combined organics was washed with brine, dried (Na2SO... Solvent: C(C)(=O)O (acetic acid), C(C)(=O)O (acetic acid), C(C)(=O)O (acetic acid). The reactants are O=P(Cl)(Cl)Cl (POCl3), [NH4+].[Cl-] (NH4Cl), C(C)N1C(NC(=C1C1=CC=NC=C1)C1=CC=C(C=C1)F)=O (1-ethyl-4-(4-fluorophenyl)-5-(4-pyridyl)imidazol-2-one), O=P(Cl)(Cl)Cl (POCl3). Product: ClC=1N(C(=C(N1)C1=CC=C(C=C1)F)C1=CC=NC=C1)CC (2-Chloro-1-ethyl-4-(4-fluorophenyl)-5-(4-pyridyl)imidazole). Isolated yield 81.0%. As a reaction SMILES: O=P(Cl)(Cl)Cl.[NH4+].[Cl-:7].[CH2:8]([N:10]1[C:14]([C:15]2[CH:20]=[CH:19][N:18]=[CH:17][CH:16]=2)=[C:13]([C:21]2[CH:26]=[CH:25][C:24]([F:27])=[CH:23][CH:22]=2)[NH:12][C:11]1=O)[CH3:9]>>[Cl:7][C:11]1[N:10]([CH2:8][CH3:9])[C:14]([C:15]2[CH:20]=[CH:19][N:18]=[CH:17][CH:16]=2)=[C:13]([C:21]2[CH:26]=[CH:25][C:24]([F:27])=[CH:23][CH:22]=2)[N:12]=1 |f:1.2|. Procedure: 35 ml of POCl3 and a small amount of NH4Cl were added to 2.0 g of 1-ethyl-4-(4-fluorophenyl)-5-(4-pyridyl)imidazol-2-one, and the reaction mixture was heated under reflux for 9 h. After cooling, most of the excess POCl3 was distilled off, and distilled water was carefully added to the residue. The mixture was neutralized using 20% strength NaOH, resulting in the precipitation of the title compound. The precipitate was filtered off and dried over P2O5 under reduced pressure. Yield: 81%. Starting materials: OBO, COc1ccc(B(O)O)cc1, O=Cc1ccccc1, CN1C(=O)CN=C(Cl)c2cc(-c3ccccc3)ccc21. Yields the product COc1ccc(C2=NCC(=O)N(C)c3ccc(-c4ccccc4)cc32)cc1. RXN SMILES: [BH:21]([OH:22])[OH:23].[CH3:32][O:33][c:34]1[cH:35][cH:36][c:37]([B:40]([OH:41])[OH:42])[cH:38][cH:39]1.[CH:24]([c:25]1[cH:26][cH:27][cH:28][cH:29][cH:30]1)=[O:31].[Cl:1][C:2]1=[N:8][CH2:7][C:6](=[O:9])[N:5]([CH3:10])[c:4]2[c:3]1[cH:14][c:13](-[c:15]1[cH:16][cH:17][cH:18][cH:19][cH:20]1)[cH:12][cH:11]2>>[C:2]1([c:37]2[cH:36][cH:35][c:34]([O:33][CH3:32])[cH:39][cH:38]2)=[N:8][CH2:7][C:6](=[O:9])[N:5]([CH3:10])[c:4]2[c:3]1[cH:14][c:13](-[c:15]1[cH:16][cH:17][cH:18][cH:19][cH:20]1)[cH:12][cH:11]2. The reactants are ClC1=C(C(=NC(=N1)N)NCC1=NC(=CC=C1)CO[C@@H]1COCC1)N (6-chloro-N4-{6-[(S)-(tetrahydrofuran-3-yl)oxymethyl]pyridin-2-ylmethyl}pyrimidine-2,4,5-triamine), N(=O)[O-].[Na+] (sodium nitrite). Run in CCO (EtOH), C(C)(=O)O (acetic acid), O (water). Run at temperature 0 celsius, time 1 hour. Yields the product ClC=1C2=C(N=C(N1)N)N(N=N2)CC2=NC(=CC=C2)CO[C@@H]2COCC2 (7-Chloro-3-{6[(S)-(tetrahydrofuran-3-yl)oxymethyl]pyridin-2-ylmethyl}-3H-[1,2,3]triazolo[4,5-d]pyrimidin-5-ylamine). The yield is 69.8%. As a reaction SMILES: [Cl:1][C:2]1[N:7]=[C:6]([NH2:8])[N:5]=[C:4]([NH:9][CH2:10][C:11]2[CH:16]=[CH:15][CH:14]=[C:13]([CH2:17][O:18][C@H:19]3[CH2:23][CH2:22][O:21][CH2:20]3)[N:12]=2)[C:3]=1[NH2:24].[N:25]([O-])=O.[Na+]>CCO.C(O)(=O)C.O>[Cl:1][C:2]1[C:3]2[N:24]=[N:25][N:9]([CH2:10][C:11]3[CH:16]=[CH:15][CH:14]=[C:13]([CH2:17][O:18][C@H:19]4[CH2:23][CH2:22][O:21][CH2:20]4)[N:12]=3)[C:4]=2[N:5]=[C:6]([NH2:8])[N:7]=1 |f:1.2|. Procedure details: A solution of 6-chloro-N4-{6-[(S)-(tetrahydrofuran-3-yl)oxymethyl]pyridin-2-ylmethyl}pyrimidine-2,4,5-triamine (8.09 g, 23.06 mmol) in EtOH (85 mL) and glacial acetic acid (21 mL) at 0° C., was treated with a solution of sodium nitrite (2.07 g, 29.979 mmol) in water (5.3 mL), stirred at 0° C. for 1 h and the resulting precipitate was filtered, washed with EtOH (85 mL) and dried to give the title compound (5.82 g, 70%) as an off-white solid; LC-MS retention time 1.94 min, (M+H)+ 362. Starting materials: C(C)(C)(C)OC(=O)N[C@H]1CCSC2=CC(=C(C=C12)C)C(=O)O ((S)-4-(tert-butoxycarbonylamino)-6-methylthiochromane-7-carboxylic acid), NC1=CC=NC=C1 (4-aminopyridine), [I-].ClC1=[N+](C=CC=C1)C (2-chloro-1-methylpyridinium iodide). Product: C(C)(C)(C)OC(=O)N[C@H]1CCSC2=CC(=C(C=C12)C)C(=O)NC1=CC=NC=C1 ((S)-4-(tert-butoxycarbonylamino)-6-methyl-N-(4-pyridyl)thiochromane-7-carboxamide). The yield is 87.4%. Reaction SMILES: [C:1]([O:5][C:6]([NH:8][C@@H:9]1[C:18]2[C:13](=[CH:14][C:15]([C:20]([OH:22])=O)=[C:16]([CH3:19])[CH:17]=2)[S:12][CH2:11][CH2:10]1)=[O:7])([CH3:4])([CH3:3])[CH3:2].[NH2:23][C:24]1[CH:29]=[CH:28][N:27]=[CH:26][CH:25]=1.[I-].ClC1C=CC=C[N+]=1C>>[C:1]([O:5][C:6]([NH:8][C@@H:9]1[C:18]2[C:13](=[CH:14][C:15]([C:20]([NH:23][C:24]3[CH:29]=[CH:28][N:27]=[CH:26][CH:25]=3)=[O:22])=[C:16]([CH3:19])[CH:17]=2)[S:12][CH2:11][CH2:10]1)=[O:7])([CH3:3])([CH3:2])[CH3:4] |f:2.3|. Reported procedure: By a similar reaction operation as in Starting Material Synthetic Example 53 using (S)-4-(tert-butoxycarbonylamino)-6-methylthiochromane-7-carboxylic acid (1.00 g), 4-aminopyridine (321 mg) and 2-chloro-1-methylpyridinium iodide (949 mg), the objective (S)-4-(tert-butoxycarbonylamino)-6-methyl-N-(4-pyridyl)thiochromane-7-carboxamide (1.08 g) was obtained as a pale-brown amorphous solid. Starting materials: CC1CCNCC1N(C)c1ncnc2[nH]ccc12, CCO, N#CCC(=O)ON1C(=O)CCC1=O. Yields the product CC1CCN(C(=O)CC#N)CC1N(C)c1ncnc2[nH]ccc12. As a reaction SMILES: [CH3:1][N:2]([c:3]1[c:4]2[c:5]([n:6][cH:7][n:8]1)[nH:9][cH:10][cH:11]2)[CH:12]1[CH2:13][NH:14][CH2:15][CH2:16][CH:17]1[CH3:18].[CH3:32][CH2:33][OH:34].[O:19]=[C:20]1[CH2:21][CH2:22][C:23](=[O:24])[N:25]1[O:26][C:27]([CH2:28][C:29]#[N:30])=[O:31]>>[CH3:1][N:2]([c:3]1[c:4]2[c:5]([n:6][cH:7][n:8]1)[nH:9][cH:10][cH:11]2)[CH:12]1[CH2:13][N:14]([C:27](=[O:26])[CH2:28][C:29]#[N:30])[CH2:15][CH2:16][CH:17]1[CH3:18].